Dataset: the Open Reaction Database (ORD), a public repository of structured organic reaction records. Task: describe an organic reaction: reactants, conditions, products, and yield Starting materials: O (water), [H-].[Al+3].[Li+].[H-].[H-].[H-] (lithium aluminum hydride), CCOCC (ether), CC=1NC2=CC=C(C=C2C1CCC(=O)N1CCN(CC1)C1=CC=CC=C1)F (1-[β-(2-methyl-5-fluoro-3-indolyl)propionyl]-4-phenylpiperazine). Run in O1CCCC1 (tetrahydrofuran), O1CCCC1 (tetrahydrofuran). Run at time 4 hour. Yields the product CC=1NC2=CC=C(C=C2C1CCCN1CCN(CC1)C1=CC=CC=C1)F (2-methyl-3-[γ-(4-phenylpiperazino)propyl]-5-fluoroindole). Reaction SMILES: [H-].[Al+3].[Li+].[H-].[H-].[H-].CCOCC.[CH3:12][C:13]1[NH:14][C:15]2[C:20]([C:21]=1[CH2:22][CH2:23][C:24]([N:26]1[CH2:31][CH2:30][N:29]([C:32]3[CH:37]=[CH:36][CH:35]=[CH:34][CH:33]=3)[CH2:28][CH2:27]1)=O)=[CH:19][C:18]([F:38])=[CH:17][CH:16]=2.O>O1CCCC1>[CH3:12][C:13]1[NH:14][C:15]2[C:20]([C:21]=1[CH2:22][CH2:23][CH2:24][N:26]1[CH2:31][CH2:30][N:29]([C:32]3[CH:33]=[CH:34][CH:35]=[CH:36][CH:37]=3)[CH2:28][CH2:27]1)=[CH:19][C:18]([F:38])=[CH:17][CH:16]=2 |f:0.1.2.3.4.5|. Reported procedure: To a stirred mixture of 21 g of lithium aluminum hydride and 100 ml of dry ether was added dropwise a solution of 67.5 g of 1-[β-(2-methyl-5-fluoro-3-indolyl)propionyl]-4-phenylpiperazine in 900 ml of tetrahydrofuran over a period of 90 minutes under gentle refluxing. Stirring and refluxing were continued for additional 4 hours and to the reaction mixture was added dropwise a mixture of water and tetrahydrofuran under cooling with ice. The resulting precipitate was filtered off and the filtrate ... Starting materials: CN (Methylamine), ClCCOC1=NNC2=NC=NC(=C21)NC2=CC(=C(C=C2)OCC2=CC(=CC=C2)F)Cl (3-(2-chloroethoxy)-N-{3-chloro-4-[(3-fluorobenzyl)oxy]phenyl}-1H-pyrazolo[3,4-d]pyrimidin-4-amine). Run in O (water), C(C)O (ethanol). Run at temperature 120 celsius. Yields the product ClC=1C=C(C=CC1OCC1=CC(=CC=C1)F)NC1=C2C(=NC=N1)NN=C2OCCNC (N-{3-chloro-4-[(3-fluorobenzyl)oxy]phenyl}-3-[2-(methylamino)ethoxy]-1H-pyrazolo[3,4-d]pyrimidin-4-amine). The yield is 14.0%. Reaction SMILES: [CH3:1][NH2:2].Cl[CH2:4][CH2:5][O:6][C:7]1[C:15]2[C:10](=[N:11][CH:12]=[N:13][C:14]=2[NH:16][C:17]2[CH:22]=[CH:21][C:20]([O:23][CH2:24][C:25]3[CH:30]=[CH:29][CH:28]=[C:27]([F:31])[CH:26]=3)=[C:19]([Cl:32])[CH:18]=2)[NH:9][N:8]=1>O.C(O)C>[Cl:32][C:19]1[CH:18]=[C:17]([NH:16][C:14]2[N:13]=[CH:12][N:11]=[C:10]3[NH:9][N:8]=[C:7]([O:6][CH2:5][CH2:4][NH:2][CH3:1])[C:15]=23)[CH:22]=[CH:21][C:20]=1[O:23][CH2:24][C:25]1[CH:30]=[CH:29][CH:28]=[C:27]([F:31])[CH:26]=1. Reported procedure: Methylamine in water (40% solution, 2 ml) was added to a suspension of 3-(2-chloroethoxy)-N-{3-chloro-4-[(3-fluorobenzyl)oxy]phenyl}-1H-pyrazolo[3,4-d]pyrimidin-4-amine (prepared as described in Example 12/0.4 g, 0.89 mmol) in ethanol (4 ml) and the reaction mixture was heated at 120° C. for 5 minutes in a microwave reactor. The resulting solution was concentrated in vacuo and the residue purified by chromatography using DCM to DCM-10% methanol/7N ammonia as eluant to give the title compound as ... Starting materials: IC1=C(C=C(C(=O)O)C=C1)[N+](=O)[O-] (4-iodo-3-nitrobenzoic acid), [Cl-].[Cl-].[Cl-].[Al+3] (aluminium trichloride), ice water. Run in C1=CC=CC=C1 (benzene). Conditions: time 2 hour. The product is IC1=C(C=C(C(=O)C2=CC=CC=C2)C=C1)[N+](=O)[O-] (4-iodo-3-nitro-benzophenone). RXN SMILES: [I:1][C:2]1[CH:10]=[CH:9][C:5]([C:6]([OH:8])=O)=[CH:4][C:3]=1[N+:11]([O-:13])=[O:12].[Cl-].[Cl-].[Cl-].[Al+3]>C1C=CC=CC=1>[I:1][C:2]1[CH:10]=[CH:9][C:5]([C:6]([C:2]2[CH:10]=[CH:9][CH:5]=[CH:4][CH:3]=2)=[O:8])=[CH:4][C:3]=1[N+:11]([O-:13])=[O:12] |f:1.2.3.4|. Procedure: 5.3 g (17 mmol) of 4-iodo-3-nitrobenzoic acid and 8.0 g (60 mmol) of aluminium trichloride are added successively to 70 ml of benzene while cooling with an ice bath. Then the mixture is stirred for 2 hours at ambient temperature, then poured into ice water, extracted with methylene chloride, dried with sodium sulphate and concentrated in vacuo. Reactants: C(CCC)OC=1C=C2CCN(C(C2=CC1)=O)C1=CC=C(C=C1)N1CC(CC1)=O (6-butoxy-2-[4-(3-oxo-pyrrolidin-1-yl)-phenyl]-3,4-dihydro-2H-isoquinolin-1-one), N1CCCC1 (pyrrolidine). The product is N1(CCCC1)C1CN(CC1)C1=CC=C(C=C1)N1C(C2=CC=C(C=C2CC1)OCCCC)=O (2-(4-[1,3′]Bipyrrolidinyl-1′-yl-phenyl)-6-butoxy-3,4-dihydro-2H-isoquinolin-1-one). Reaction SMILES: [CH2:1]([O:5][C:6]1[CH:7]=[C:8]2[C:13](=[CH:14][CH:15]=1)[C:12](=[O:16])[N:11]([C:17]1[CH:22]=[CH:21][C:20]([N:23]3[CH2:27][CH2:26][C:25](=O)[CH2:24]3)=[CH:19][CH:18]=1)[CH2:10][CH2:9]2)[CH2:2][CH2:3][CH3:4].[NH:29]1[CH2:33][CH2:32][CH2:31][CH2:30]1>>[N:29]1([CH:25]2[CH2:26][CH2:27][N:23]([C:20]3[CH:19]=[CH:18][C:17]([N:11]4[CH2:10][CH2:9][C:8]5[C:13](=[CH:14][CH:15]=[C:6]([O:5][CH2:1][CH2:2][CH2:3][CH3:4])[CH:7]=5)[C:12]4=[O:16])=[CH:22][CH:21]=3)[CH2:24]2)[CH2:33][CH2:32][CH2:31][CH2:30]1. Reported procedure: According to Method J, 6-butoxy-2-[4-(3-oxo-pyrrolidin-1-yl)-phenyl]-3,4-dihydro-2H-isoquinolin-1-one was reacted with pyrrolidine. In this way the product was obtained with molecular weight 433.60 (C27H35N3O2); MS (ESI): 434 (M+H+). Reactants: I (HI), C(C1=CC=CC=C1)OC(=O)N1C2CC(C(C1)C2)(O)C=2C=C1C(N(C=NC1=CC2)CC(=O)OCC)=O (5-(3-ethoxycarbonylmethyl-4-oxo-3,4-dihydroquinazolin-6-yl)-5-hydroxy-2-aza-bicyclo[2.2.1]heptane-2-carboxylic acid benzyl ester), C(=O)(OCC1C2=CC=CC=C2C2=CC=CC=C12)Cl (FmocCl). Solvent: CC(=O)O (HOAc). Run at temperature 120 celsius, time 5 hour. Yields the product C1=CC=CC=2C3=CC=CC=C3C(C12)COC(=O)N1C2CC(C(C1)C2)C=2C=C1C(N(C=NC1=CC2)CC(=O)O)=O (5-(3-carboxymethyl-4-oxo-3,4-dihydro-quinazolin-6-yl)-2-aza-bicyclo[2.2.1]heptane-2-carboxylic acid 9H-fluoren-9-ylmethyl ester). Isolated yield 42.0%. Reaction SMILES: [CH2:1]([O:8][C:9]([N:11]1[CH2:16][CH:15]2[CH2:17][CH:12]1[CH2:13][C:14]2([C:19]1[CH:20]=[C:21]2[C:26](=[CH:27][CH:28]=1)[N:25]=[CH:24][N:23]([CH2:29][C:30]([O:32]CC)=[O:31])[C:22]2=[O:35])O)=[O:10])C1C=CC=CC=1.I.C(Cl)(OC[CH:41]1[C:53]2[C:48](=[CH:49][CH:50]=[CH:51][CH:52]=2)[C:47]2[C:42]1=[CH:43][CH:44]=[CH:45][CH:46]=2)=O>CC(O)=O>[CH:43]1[C:42]2[CH:41]([CH2:1][O:8][C:9]([N:11]3[CH2:16][CH:15]4[CH2:17][CH:12]3[CH2:13][CH:14]4[C:19]3[CH:20]=[C:21]4[C:26](=[CH:27][CH:28]=3)[N:25]=[CH:24][N:23]([CH2:29][C:30]([OH:32])=[O:31])[C:22]4=[O:35])=[O:10])[C:53]3[C:48](=[CH:49][CH:50]=[CH:51][CH:52]=3)[C:47]=2[CH:46]=[CH:45][CH:44]=1. Procedure details: To a mixture of 13 (22.4 g, 47 mmol) in HOAc (448 mL) was added HI (268 mL). The mixture was heated to reflux at 120° C. overnight. The reaction mixture was evaporated and its pH was adjusted to 6-7 with potassium carbonate and NaHCO3. Then 50 mL of tetrahydrofuran was added. To the mixture was added FmocCl (15.68 g, 61 mmol) and stirred at room temperature for 5 h. Then the reaction mixture was extracted with ethyl acetate and washed with water 3 times. The organic layer was dried over sodium s... Starting materials: FC=1C=CC=C2CC(NC12)=O (7-fluoro-1,3-dihydro-2H-indol-2-one), [N+](=O)(O)[O-] (nitric acid), ice. Solvent: OS(=O)(=O)O (H2SO4), OS(=O)(=O)O (H2SO4). Reaction conditions: temperature -45 celsius, time 8 hour. Product: FC=1C=C(C=C2CC(NC12)=O)[N+](=O)[O-] (7-fluoro-5-nitro-1,3-dihydro-2H-indol-2-one). Reaction SMILES: [F:1][C:2]1[CH:3]=[CH:4][CH:5]=[C:6]2[C:10]=1[NH:9][C:8](=[O:11])[CH2:7]2.[N+:12]([O-])([OH:14])=[O:13]>OS(O)(=O)=O>[F:1][C:2]1[CH:3]=[C:4]([N+:12]([O-:14])=[O:13])[CH:5]=[C:6]2[C:10]=1[NH:9][C:8](=[O:11])[CH2:7]2. Procedure: 7-fluoro-1,3-dihydro-2H-indol-2-one (8.0 g, 52.9 mmol) was slurried in H2SO4 (conc., 86 ml) and the mixture cooled to −45° C. A solution of fuming nitric acid (>90%, 3.34 g, 52.9 mmol) in H2SO4 (20 ml) was added drop wise, while maintaining the temperature at −45° C. throughout the addition. The mixture was allowed to slowly warm to RT and stirred overnight. The mixture was poured into stirred ice-cold water (1500 ml). A white precipitate resulted, and the slurry was aged at 0° C. for 1 hour. Th... The reactants are CC1(CCC(C2=CC(=CC=C12)C)(C)C)C (1,1,4,4,6-pentamethyl-1,2,3,4-tetrahydronaphtalene), ClCC1=CC=C(O1)C(=O)OC (methyl 5-(chloromethyl)-2-furoate), [Cl-].[Cl-].[Cl-].[Al+3] (aluminum trichloride). Run in ethyl acetate hexanes, C(Cl)Cl (methylene chloride), C(Cl)Cl (methylene chloride). The product is CC=1C(=CC=2C(CCC(C2C1)(C)C)(C)C)CC1=CC=C(O1)C(=O)OC (Methyl 5-[(3,5,5,8,8-pentamethyl-5,6,7,8-tetrahydro-2-naphthalenyl)methyl]-2-furoate). Isolated yield 46.0%. Reaction SMILES: [CH3:1][C:2]1([CH3:15])[C:11]2[C:6](=[CH:7][C:8]([CH3:12])=[CH:9][CH:10]=2)[C:5]([CH3:14])([CH3:13])[CH2:4][CH2:3]1.Cl[CH2:17][C:18]1[O:22][C:21]([C:23]([O:25][CH3:26])=[O:24])=[CH:20][CH:19]=1.[Cl-].[Cl-].[Cl-].[Al+3]>C(Cl)Cl>[CH3:12][C:8]1[C:9]([CH2:17][C:18]2[O:22][C:21]([C:23]([O:25][CH3:26])=[O:24])=[CH:20][CH:19]=2)=[CH:10][C:11]2[C:2]([CH3:15])([CH3:1])[CH2:3][CH2:4][C:5]([CH3:14])([CH3:13])[C:6]=2[CH:7]=1 |f:2.3.4.5|. Procedure: To a solution containing 1,1,4,4,6-pentamethyl-1,2,3,4-tetrahydronaphtalene 4 (20 g, 99 mmol) and methyl 5-(chloromethyl)-2-furoate 5 (17.28 g, 99 mmol) in methylene chloride (500 mL, 0.2 M), aluminum trichloride (16.46 g, 124 mmol) is added slowly as a solid at the reflux temperature of methylene chloride. The solution is refluxed for an additional two hours. The reaction is monitored by tlc in 10% ethyl acetate/hexanes solution. The reaction is cooled to room temperature and the unreacted alum...